This data is from the Open Reaction Database (ORD), a public repository of structured organic reaction records. The task is: describe an organic reaction: reactants, conditions, products, and yield Reactants: COC(=O)c1ccc(Cl)cc1Nc1cc(C(C)(C)C)nn1-c1ccccc1C, CC(C)(C)P(C(C)(C)C)C(C)(C)C, CCB(O)O, [F-], [K+], C1COCCO1, O=C(C=Cc1ccccc1)C=Cc1ccccc1, O=C(C=Cc1ccccc1)C=Cc1ccccc1, O=C(C=Cc1ccccc1)C=Cc1ccccc1, [Pd], [Pd]. The product is CCc1ccc(C(=O)OC)c(Nc2cc(C(C)(C)C)nn2-c2ccccc2C)c1. As a reaction SMILES: [C:1]([CH3:2])([CH3:3])([CH3:4])[c:5]1[n:6][n:7](-[c:22]2[c:23]([CH3:28])[cH:24][cH:25][cH:26][cH:27]2)[c:8]([NH:10][c:11]2[c:12]([C:13](=[O:14])[O:15][CH3:16])[cH:17][cH:18][c:19]([Cl:21])[cH:20]2)[cH:9]1.[C:34]([P:35]([C:36]([CH3:37])([CH3:38])[CH3:39])[C:40]([CH3:41])([CH3:42])[CH3:43])([CH3:44])([CH3:45])[CH3:46].[CH2:29]([CH3:30])[B:31]([OH:32])[OH:33].[F-:47].[K+:48].[O:105]1[CH2:106][CH2:107][O:108][CH2:109][CH2:110]1.[O:51]=[C:52]([CH:53]=[CH:54][c:55]1[cH:56][cH:57][cH:58][cH:59][cH:60]1)[CH:61]=[CH:62][c:63]1[cH:64][cH:65][cH:66][cH:67][cH:68]1.[O:69]=[C:70]([CH:71]=[CH:72][c:73]1[cH:74][cH:75][cH:76][cH:77][cH:78]1)[CH:79]=[CH:80][c:81]1[cH:82][cH:83][cH:84][cH:85][cH:86]1.[O:87]=[C:88]([CH:89]=[CH:90][c:91]1[cH:92][cH:93][cH:94][cH:95][cH:96]1)[CH:97]=[CH:98][c:99]1[cH:100][cH:101][cH:102][cH:103][cH:104]1.[Pd:49].[Pd:50]>>[C:1]([CH3:2])([CH3:3])([CH3:4])[c:5]1[n:6][n:7](-[c:22]2[c:23]([CH3:28])[cH:24][cH:25][cH:26][cH:27]2)[c:8]([NH:10][c:11]2[c:12]([C:13](=[O:14])[O:15][CH3:16])[cH:17][cH:18][c:19]([CH2:29][CH3:30])[cH:20]2)[cH:9]1. Starting materials: CC(CC=C1CCC2(N(C(CS2)=O)CCC(=O)OCC2=CC=CC=C2)CC1)C (benzyl 3-[8-(3-methylbutylidene)-3-oxo-1-thia-4-azaspiro[4.5]decan-4-yl]-propionate), aqueous solution, [OH-].[Na+] (sodium hydroxide), C(Cl)(Cl)Cl (chloroform), O (water). The solvent is O1CCOCC1 (dioxane). Conditions: time 1 hour. Product: CC(CC=C1CCC2(N(C(CS2)=O)CCC(=O)O)CC1)C (3-[8-(3-methylbutylidene)-3-oxo-1-thia-4-azaspiro[4.5]decan-4-yl]-propionic acid). The yield is 85.3%. RXN SMILES: [CH3:1][CH:2]([CH3:28])[CH2:3][CH:4]=[C:5]1[CH2:27][CH2:26][C:8]2([S:12][CH2:11][C:10](=[O:13])[N:9]2[CH2:14][CH2:15][C:16]([O:18]CC2C=CC=CC=2)=[O:17])[CH2:7][CH2:6]1.[OH-].[Na+].C(Cl)(Cl)Cl.O>O1CCOCC1>[CH3:1][CH:2]([CH3:28])[CH2:3][CH:4]=[C:5]1[CH2:27][CH2:26][C:8]2([S:12][CH2:11][C:10](=[O:13])[N:9]2[CH2:14][CH2:15][C:16]([OH:18])=[O:17])[CH2:7][CH2:6]1 |f:1.2|. Reported procedure: In 40 ml of dioxane was dissolved 4.11 g of benzyl 3-[8-(3-methylbutylidene)-3-oxo-1-thia-4-azaspiro[4.5]decan-4-yl]-propionate. Then, 20.5 ml of 1 mol/L aqueous solution of sodium hydroxide was added at 0-5° C., and the resulting mixture was stirred at ambient temperature for one hour. The reaction mixture was poured into a mixture of chloroform and water, the aqueous layer was separated, ethyl acetate was added to the aqueous layer, pH was adjusted to 2.0 with 2 mol/L hydrochloric acid, and th... The reactants are C(C)(C)OP(=O)(OC(C)C)COCN1C2=NC(=NC(=C2N=C1CCCO)NOC)C(C1=CC=CC=C1)(C1=CC=CC=C1)C1=CC=CC=C1 ((±)-9-[1-[(Diisopropylphosphono)methoxy]methyl][(3-hydroxy)propyl]-N6-monomethoxytrityladenine), CS(=O)(=O)Cl (methanesulphonyl chloride), [N-]=[N+]=[N-].[Na+] (sodium azide). The solvent is C(C)(=O)OCC (ethyl acetate), N1=CC=CC=C1 (pyridine), C(C)(=O)OCC (ethyl acetate). Conditions: time 20 hour. Yields the product C(C)(C)OP(=O)(OC(C)C)COCN1C2=NC(=NC(=C2N=C1CCCN=[N+]=[N-])NOC)C(C1=CC=CC=C1)(C1=CC=CC=C1)C1=CC=CC=C1 ((±)-9-[1-[(Diisopropylphosphono)methoxy]methyl][(3-azido)propyl]-N6-monomethoxytrityladenine). RXN SMILES: [CH:1]([O:4][P:5]([CH2:11][O:12][CH2:13][N:14]1[C:22]([CH2:23][CH2:24][CH2:25]O)=[N:21][C:20]2[C:15]1=[N:16][C:17]([C:30]([C:43]1[CH:48]=[CH:47][CH:46]=[CH:45][CH:44]=1)([C:37]1[CH:42]=[CH:41][CH:40]=[CH:39][CH:38]=1)[C:31]1[CH:36]=[CH:35][CH:34]=[CH:33][CH:32]=1)=[N:18][C:19]=2[NH:27][O:28][CH3:29])([O:7][CH:8]([CH3:10])[CH3:9])=[O:6])([CH3:3])[CH3:2].CS(Cl)(=O)=O.[N-:54]=[N+:55]=[N-:56].[Na+]>N1C=CC=CC=1.C(OCC)(=O)C>[CH:8]([O:7][P:5]([CH2:11][O:12][CH2:13][N:14]1[C:22]([CH2:23][CH2:24][CH2:25][N:54]=[N+:55]=[N-:56])=[N:21][C:20]2[C:15]1=[N:16][C:17]([C:30]([C:43]1[CH:44]=[CH:45][CH:46]=[CH:47][CH:48]=1)([C:37]1[CH:42]=[CH:41][CH:40]=[CH:39][CH:38]=1)[C:31]1[CH:36]=[CH:35][CH:34]=[CH:33][CH:32]=1)=[N:18][C:19]=2[NH:27][O:28][CH3:29])([O:4][CH:1]([CH3:3])[CH3:2])=[O:6])([CH3:10])[CH3:9] |f:2.3|. Procedure: A solution of 36 (1.00 g, 1.48 mmol) in pyridine (20 mL) is treated with methanesulphonyl chloride (539 mg, 97%, 3.00 mmol) and the mixture is stirred for 20 h at room temperature. The reaction mixture is diluted with ethyl acetate (200 mL), washed with water (2×) and brine and the organic layer dried over MgSO4 followed by filtration and concentration. The residue containing 37 is dissolved in DMF (9 mL), treated with sodium azide (260 mg, 3.96 mmol) and the mixture stirred for 4 h at 100° C. T... Yields the product C(C)OC(=O)C=1C(C(=C2N(C1C)CCN2)C(=O)OCC)C2=CC=CC1=CC=CC=C21 (5-methyl-7-(naphth-1-yl)-1,2,3,7-tetrahydroimidazolo[1,2-a]pyridine-6,8-dicarboxylic acid diethyl ester). Procedure details: Heating a solution of 9.0 g of (naphth-1-ylidene)acetoacetic acid ethyl ester and 5.2 g of 2-carbethoxymethylideneimidazolidine in 60 ml of ethanol for 6 hours yields 5-methyl-7-(naphth-1-yl)-1,2,3,7-tetrahydroimidazolo[1,2-a]pyridine-6,8-dicarboxylic acid diethyl ester of melting point 169° - 170° C. (ethanol). As a reaction SMILES: C(O[C:4](=O)[CH2:5][C:6]([CH:8]=[C:9]1[C:18]2[C:13](=[CH:14][CH:15]=[CH:16][CH:17]=2)[CH:12]=[CH:11][CH2:10]1)=O)C.[C:20]([CH:25]=[C:26]1[NH:30][CH2:29][CH2:28][NH:27]1)([O:22][CH2:23][CH3:24])=[O:21]>C(O)C>[CH2:23]([O:22][C:20]([C:6]1[CH:8]([C:9]2[C:18]3[C:13](=[CH:14][CH:15]=[CH:16][CH:17]=3)[CH:12]=[CH:11][CH:10]=2)[C:25]([C:20]([O:22][CH2:23][CH3:24])=[O:21])=[C:26]2[NH:27][CH2:28][CH2:29][N:30]2[C:5]=1[CH3:4])=[O:21])[CH3:24]. Reactants: C(C)OC(CC(=O)C=C1CC=CC2=CC=CC=C12)=O ((naphth-1-ylidene)acetoacetic acid ethyl ester), C(=O)(OCC)C=C1NCCN1 (2-carbethoxymethylideneimidazolidine). The yield is 52.0%. Solvent: C(C)O (ethanol), C(C)O (ethanol). Reactants: CC([C@H](NC(=O)OCCCC=C)C(=O)O)(C)C (3-methyl-N-[(pent-4-enyloxy)carbonyl]-L-valine), N[C@H](C(=O)O)CC(F)(F)F ((2S)-2-amino-4,4,4-trifluorobutanoic acid), C(CCCC=C)O (5-hexenol). The product is FC(C[C@@H](C(=O)O)NC(=O)OCCCCC=C)(F)F ((2S)-4,4,4-trifluoro-2-{[(hex-5-en-1-yloxy)carbonyl]amino}butanoic acid). Reaction SMILES: CC(C)(C)[C@@H](C(O)=O)N[C:5]([O:7][CH2:8][CH2:9][CH2:10][CH:11]=[CH2:12])=[O:6].[NH2:18][C@@H:19]([CH2:23][C:24]([F:27])([F:26])[F:25])[C:20]([OH:22])=[O:21].[CH2:28](O)CCCC=C>>[F:25][C:24]([F:27])([F:26])[CH2:23][C@H:19]([NH:18][C:5]([O:7][CH2:8][CH2:9][CH2:10][CH2:11][CH:12]=[CH2:28])=[O:6])[C:20]([OH:22])=[O:21]. Procedure: (2S)-4,4,4-trifluoro-2-{[(hex-5-en-1-yloxy)carbonyl]amino}butanoic acid was prepared according to the procedure for 3-methyl-N-[(pent-4-enyloxy)carbonyl]-L-valine using (2S)-2-amino-4,4,4-trifluorobutanoic acid and 5-hexenol. LRMS (ESI) m/z 284.3 [(M+H)+; calcd for C11H17F3NO4: 284.1]. Reactants: C1(CCCC1)OC=1C=C(C=CC1OC)CCN (2-(3-cyclopentyloxy-4-methoxyphenyl)ethylamine), C(C)(=O)OC(C)=O (acetic anhydride). Solvent: N1=CC=CC=C1 (pyridine). Conditions: time 16 hour. Yields the product C1(CCCC1)OC=1C=C(C=CC1OC)CCNC(C)=O (N-[2-(3-Cyclopentyloxy-4-methoxyphenyl)ethyl]acetamide). RXN SMILES: [CH:1]1([O:6][C:7]2[CH:8]=[C:9]([CH2:15][CH2:16][NH2:17])[CH:10]=[CH:11][C:12]=2[O:13][CH3:14])[CH2:5][CH2:4][CH2:3][CH2:2]1.[C:18](OC(=O)C)(=[O:20])[CH3:19]>N1C=CC=CC=1>[CH:1]1([O:6][C:7]2[CH:8]=[C:9]([CH2:15][CH2:16][NH:17][C:18](=[O:20])[CH3:19])[CH:10]=[CH:11][C:12]=2[O:13][CH3:14])[CH2:2][CH2:3][CH2:4][CH2:5]1. Procedure details: To a solution of crude 2-(3-cyclopentyloxy-4-methoxyphenyl)ethylamine (0.5 g, 2.1 mmol) in pyridine (1.8 mL) under an argon atmosphere was added acetic anhydride (1.25 mL). The resulting solution was stirred at room temperature for 16 h and then concentrated under reduced pressure. The residue was dissolved in methylene chloride, washed with water and dried (sodium sulfate). The solvent was removed in vacuo, the residue was purified by flash chromatography, eluting with 4% methanol/ether, and th... Starting materials: CC#N, O=Cc1cccc(OCC2CCCCCCC2)c1. Yields the product N#CCC(O)c1cccc(OCC2CCCCCCC2)c1. Reaction SMILES: [CH3:19][C:20]#[N:21].[CH:1]1([CH2:9][O:10][c:11]2[cH:12][c:13]([CH:14]=[O:15])[cH:16][cH:17][cH:18]2)[CH2:2][CH2:3][CH2:4][CH2:5][CH2:6][CH2:7][CH2:8]1>>[CH:1]1([CH2:9][O:10][c:11]2[cH:12][c:13]([CH:14]([OH:15])[CH2:19][C:20]#[N:21])[cH:16][cH:17][cH:18]2)[CH2:2][CH2:3][CH2:4][CH2:5][CH2:6][CH2:7][CH2:8]1. Starting materials: O=CC1=CC(OC)=C(O)C=C1 (vanillin), C(=O)([O-])[O-].[K+].[K+] (K2CO3), ClCCCl (1,2-dichloroethane). The solvent is hexanes, CN(C)C=O (DMF). Conditions: temperature 67.5 celsius, time 16 hour. The product is ClCCOC1=C(C=C(C=O)C=C1)OC (4-(2-chloroethoxy)-3-methoxybenzaldehyde). Isolated yield 85.4%. As a reaction SMILES: [O:1]=[CH:2][C:3]1[CH:11]=[CH:10][C:8]([OH:9])=[C:5]([O:6][CH3:7])[CH:4]=1.C([O-])([O-])=O.[K+].[K+].[Cl:18][CH2:19][CH2:20]Cl>CN(C=O)C>[Cl:18][CH2:19][CH2:20][O:9][C:8]1[CH:10]=[CH:11][C:3]([CH:2]=[O:1])=[CH:4][C:5]=1[O:6][CH3:7] |f:1.2.3|. Procedure details: A mixture of vanillin (10.00 g, 65.7 mmol), K2CO3 (45.4 g, 329 mmol), 1,2-dichloroethane (104 mL, 1.31 mol), and DMF (300 mL) was stirred at 65-70° C. for 16 h. The dichloroethane was evaporated and the remaining slurry was poured onto ice. The oil that separated was extracted with Et2O (×4) and EtOAc (×3). The combined extracts were washed with water (×3), dried (Na2SO4 /MgSO4), and evaporated to give a clear oil that solidified upon trituration with hexanes. Crystallization from Et20 gave 4-(2...